This data is from the Open Reaction Database (ORD), a public repository of structured organic reaction records. The task is: describe an organic reaction: reactants, conditions, products, and yield Starting materials: solution, C(C)(C)(C)C1=CC=C(N)C=C1 (4-tert-butylaniline), C(C)(=O)O (acetic acid), C(=O)C1=CC=C(C(=O)NC[C@H](C(=O)O)O)C=C1 ((R)-3-(4-formylbenzoylamino)-2-hydroxypropionic acid), C(#N)[BH3-].[Na+] (Sodium cyanoborohydride). Solvent: CN1C(CCC1)=O (N-methyl-2-pyrrolidinone), COC(OC)OC (trimethylorthoformate), CN1C(CCC1)=O (N-methyl-2-pyrrolidinone), CO (methanol). Conditions: time 4 hour. Product: C(C)(C)(C)C1=CC=C(C=C1)NCC1=CC=C(C(=O)NC[C@H](C(=O)O)O)C=C1 ((R)-3-{4-[(4-tert-butylphenylamino)methyl]benzoylamino}-2-hydroxypropionic Acid). As a reaction SMILES: [CH:1]([C:3]1[CH:17]=[CH:16][C:6]([C:7]([NH:9][CH2:10][C@@H:11]([OH:15])[C:12]([OH:14])=[O:13])=[O:8])=[CH:5][CH:4]=1)=O.[C:18]([C:22]1[CH:28]=[CH:27][C:25]([NH2:26])=[CH:24][CH:23]=1)([CH3:21])([CH3:20])[CH3:19].C(O)(=O)C.C([BH3-])#N.[Na+]>CN1CCCC1=O.COC(OC)OC.CO>[C:18]([C:22]1[CH:23]=[CH:24][C:25]([NH:26][CH2:1][C:3]2[CH:17]=[CH:16][C:6]([C:7]([NH:9][CH2:10][C@@H:11]([OH:15])[C:12]([OH:14])=[O:13])=[O:8])=[CH:5][CH:4]=2)=[CH:27][CH:28]=1)([CH3:21])([CH3:19])[CH3:20] |f:3.4|. Procedure: The above resin bound (R)-3-(4-formylbenzoylamino)-2-hydroxypropionic acid was treated with a 0.5 M solution of 4-tert-butylaniline (0.25 mmol) in a mixture of N-methyl-2-pyrrolidinone and trimethylorthoformate (1:1, 0.5 mL) and glacial acetic acid (50 μL) for 1 hour at 25° C. Sodium cyanoborohydride (250 μmol, 16 mg) dissolved in a mixture of N-methyl-2-pyrrolidinone and methanol (1:1, 0.25 mL) was added and the mixture was vortexed at 25° C. for 4 hours followed by filtration and washing with ... Reactants: C(C=CC)N1C(=C(C=C1C(CCC1=CC=C(C=C1)F)=O)C)C (1-(2-butenyl)-5-[3-(4-fluorophenyl)propionyl]-2,3-dimethylpyrrole), P(=O)(Cl)(Cl)Cl (phosphorus oxychloride), CN(C=O)C (dimethylformamide), ice water, [OH-].[Na+] (sodium hydroxide). The solvent is ClCCl (dichloromethane). Run at time 30 minute. The product is C(C=CC)N1C(=C(C(=C1C)C)C=O)C(=CCC1=CC=C(C=C1)F)Cl (1-(2-Butenyl)-2-[l-chloro-3-(4-fluorophenyl)-1-propenyl]-3-formyl-4,5-dimethylpyrrole). Yield: 39.9%. As a reaction SMILES: P(Cl)(Cl)([Cl:3])=O.CN(C)[CH:8]=[O:9].[CH2:11]([N:15]1[C:19]([C:20](=O)[CH2:21][CH2:22][C:23]2[CH:28]=[CH:27][C:26]([F:29])=[CH:25][CH:24]=2)=[CH:18][C:17]([CH3:31])=[C:16]1[CH3:32])[CH:12]=[CH:13][CH3:14].[OH-].[Na+]>ClCCl>[CH2:11]([N:15]1[C:16]([CH3:32])=[C:17]([CH3:31])[C:18]([CH:8]=[O:9])=[C:19]1[C:20]([Cl:3])=[CH:21][CH2:22][C:23]1[CH:28]=[CH:27][C:26]([F:29])=[CH:25][CH:24]=1)[CH:12]=[CH:13][CH3:14] |f:3.4|. Procedure details: 0.38 ml (0.00408 mole) of phosphorus oxychloride was added to 0.29 g (0.00397 mole) of dry dimethylformamide and the mixture was stirred at room temperature for 30 minutes. A solution of 0.89g (0.00297 mole) of 1-(2-butenyl)-5-[3-(4-fluorophenyl)propionyl]-2,3-dimethylpyrrole in 4 ml of dichloromethane was added dropwise to the mixture and stirred at room temperature for 30 minutes. The reaction mixture was poured into ice-water and neutralized with an aqueous solution of sodium hydroxide. The a... The reactants are CC1(C2=C(NC(O1)=O)C=CC(=C2)C=2C=C(SC2)C#N)C (4-(4,4-dimethyl-2-oxo-1,4-dihydro-2H-benzo[d][1,3]oxazin-6-yl)-thiophene-2-carbonitrile), COC=1C=CC(=CC1)P2(=S)SP(=S)(S2)C=3C=CC(=CC3)OC (Lawesson's reagent). Solvent: CC=1C=CC=CC1C (o-xylene). Product: CC1(C2=C(NC(O1)=S)C=CC(=C2)C=2C=C(SC2)C#N)C (4-(4,4-Dimethyl-2-thioxo-1,4-dihydro-2H-benzo[d][1,3]oxazin-6-yl)-thiophene-2-carbonitrile). Isolated yield 35.4%. As a reaction SMILES: [CH3:1][C:2]1([CH3:20])[O:7][C:6](=O)[NH:5][C:4]2[CH:9]=[CH:10][C:11]([C:13]3[CH:14]=[C:15]([C:18]#[N:19])[S:16][CH:17]=3)=[CH:12][C:3]1=2.COC1C=CC(P2(SP(C3C=CC(OC)=CC=3)(=S)S2)=[S:30])=CC=1>CC1C=CC=CC=1C>[CH3:1][C:2]1([CH3:20])[O:7][C:6](=[S:30])[NH:5][C:4]2[CH:9]=[CH:10][C:11]([C:13]3[CH:14]=[C:15]([C:18]#[N:19])[S:16][CH:17]=3)=[CH:12][C:3]1=2. Reported procedure: A mixture of 4-(4,4-dimethyl-2-oxo-1,4-dihydro-2H-benzo[d][1,3]oxazin-6-yl)-thiophene-2-carbonitrile (0.23 g, 0.8 mmol) and Lawesson's reagent (0.38 g, 0.96 mmol) in anhydrous o-xylene was heated to reflux under nitrogen for 3 hours. The solvent was removed in vacuo and the residue was purified by a flash chromatography (silica gel, hexane:ethyl acetate/3:1) to afford the title compound as a yellow solid (85 mg, 35%): mp 242-243° C.; 1H-NMR (DMSO-d6) δ 12.22 (s, 1H, D2O exchangeable), 8.50 (d, 1...